Task: describe an organic reaction: reactants, conditions, products, and yield. Dataset: the Open Reaction Database (ORD), a public repository of structured organic reaction records The reactants are C(C)(=O)SC(CC(=O)N1[C@H](C(=O)O)CC(C1)=O)C ((S)-1-[3-(Acetylthio)-3-methyl-1-oxopropyl]-4-oxo-L-proline), N (ammonia). The product is SC(CC(=O)N1[C@H](C(=O)O)CC(C1)=O)C ((S)-1-(3-mercapto-3-methyl-1-oxopropyl)-4-oxo-L-proline). Reaction SMILES: C([S:4][CH:5]([CH3:18])[CH2:6][C:7]([N:9]1[CH2:16][C:15](=[O:17])[CH2:14][C@H:10]1[C:11]([OH:13])=[O:12])=[O:8])(=O)C.N>>[SH:4][CH:5]([CH3:18])[CH2:6][C:7]([N:9]1[CH2:16][C:15](=[O:17])[CH2:14][C@H:10]1[C:11]([OH:13])=[O:12])=[O:8]. Reported procedure: The product from part (a) is hydrolyzed with concentrated ammonia to yield (S)-1-(3-mercapto-3-methyl-1-oxopropyl)-4-oxo-L-proline. Starting materials: FC1=C(C(=CC=C1)O)O (3-fluorobenzene-1,2-diol), C1(=CC=CC=C1)COC[C@H]([C@@H](COCC1=CC=CC=C1)O)O ((R*,R*)-(±)-1,4-bis(phenylmethoxy)-2,3-butanediol), bis(4-methylbenzenesulphonate), CN(C=O)C (dimethylformamide), C([O-])([O-])=O.[Cs+].[Cs+] (cesium carbonate). Solvent: C(C)(C)OC(C)C (di-isopropyl ether), O (water). The product is FC1=CC=CC=2O[C@H]([C@@H](OC21)COCC2=CC=CC=C2)COCC2=CC=CC=C2 ((±)-(trans)-5-Fluoro-2,3-dihydro-2,3-bis[(phenylmethoxy)methyl]-1,4-benzodioxin). Reaction SMILES: [F:1][C:2]1[CH:7]=[CH:6][CH:5]=[C:4]([OH:8])[C:3]=1[OH:9].[C:10]1([CH2:16][O:17][CH2:18][C@@H:19](O)[C@H:20](O)[CH2:21][O:22][CH2:23][C:24]2[CH:29]=[CH:28][CH:27]=[CH:26][CH:25]=2)[CH:15]=[CH:14][CH:13]=[CH:12][CH:11]=1.CN(C)C=O.C(=O)([O-])[O-].[Cs+].[Cs+]>C(OC(C)C)(C)C.O>[F:1][C:2]1[C:3]2[O:9][C@@H:19]([CH2:18][O:17][CH2:16][C:10]3[CH:15]=[CH:14][CH:13]=[CH:12][CH:11]=3)[C@H:20]([CH2:21][O:22][CH2:23][C:24]3[CH:25]=[CH:26][CH:27]=[CH:28][CH:29]=3)[O:8][C:4]=2[CH:5]=[CH:6][CH:7]=1 |f:3.4.5|. Reported procedure: A mixture of 3-fluorobenzene-1,2-diol (5.12 g) and (R*,R*)-(±)-1,4-bis(phenylmethoxy)-2,3-butanediol, bis(4-methylbenzenesulphonate) (24.4 g) was stirred with dimethylformamide (D.M.F.) (160 ml) under a nitrogen stream for 45 min. Anhydrous cesium carbonate (13.0 g) was added and the mixture was heated to 150° under reflux for 18 hours. The dark brown mixture was cooled to 30° and diluted with di-isopropyl ether (370 ml) and water (320 ml). The layers were separated and the aqueous layer was re-...